The task is: describe an organic reaction: reactants, conditions, products, and yield. This data is from the Open Reaction Database (ORD), a public repository of structured organic reaction records. The reactants are C[Si](C)(C)[SiH]([Si](C)(C)C)[Si](C)(C)C, Cc1ccccc1, CO, COc1ccc(Cc2cc(C3(O)OC(CI)C(O)C(O)C3O)ccc2Cl)cc1, CC(C)(C#N)N=NC(C)(C)C#N. Product: COc1ccc(Cc2cc(C3(O)OC(C)C(O)C(O)C3O)ccc2Cl)cc1. RXN SMILES: [CH3:1][Si:2]([SiH:3]([Si:4]([CH3:5])([CH3:6])[CH3:7])[Si:8]([CH3:9])([CH3:10])[CH3:11])([CH3:12])[CH3:13].[CH3:54][c:55]1[cH:56][cH:57][cH:58][cH:59][cH:60]1.[CH3:61][OH:62].[Cl:26][c:27]1[c:28]([CH2:45][c:46]2[cH:47][cH:48][c:49]([O:52][CH3:53])[cH:50][cH:51]2)[cH:29][c:30]([C:33]2([OH:34])[CH:35]([OH:36])[CH:37]([OH:38])[CH:39]([OH:40])[CH:41]([CH2:43][I:44])[O:42]2)[cH:31][cH:32]1.[N:14]#[C:15][C:16]([N:17]=[N:18][C:19]([C:20]#[N:21])([CH3:22])[CH3:23])([CH3:24])[CH3:25]>>[Cl:26][c:27]1[c:28]([CH2:45][c:46]2[cH:47][cH:48][c:49]([O:52][CH3:53])[cH:50][cH:51]2)[cH:29][c:30]([C:33]2([OH:34])[CH:35]([OH:36])[CH:37]([OH:38])[CH:39]([OH:40])[CH:41]([CH3:43])[O:42]2)[cH:31][cH:32]1. Starting materials: BrBr (bromine), COC=1C=C(C(C(=O)OC)=CC1)O (methyl 4-methoxysalicylate). Solvent: C(Cl)Cl (CH2Cl2), C(Cl)Cl (CH2Cl2). Conditions: time 5 hour. The product is BrC1=C(C=C(C(C(=O)OC)=C1)O)OC (methyl 5-bromo-4-methoxysalicylate). Isolated yield 97.0%. As a reaction SMILES: [Br:1]Br.[CH3:3][O:4][C:5]1[CH:6]=[C:7]([OH:15])[C:8](=[CH:13][CH:14]=1)[C:9]([O:11][CH3:12])=[O:10]>C(Cl)Cl>[Br:1][C:14]1[CH:13]=[C:8]([C:9]([O:11][CH3:12])=[O:10])[C:7]([OH:15])=[CH:6][C:5]=1[O:4][CH3:3]. Reported procedure: A solution of 9.0 g (56.5 mmol) of bromine in 5 ml of CH2Cl2 is added dropwise to a 0° C. solution of 10.0 g (54.9 mmol) of methyl 4-methoxysalicylate in 90 ml of CH2Cl2. The reaction is stirred at 0° C. to 25° C. over five hours and then concentrated in vacuo to give 13.9 g of methyl 5-bromo-4-methoxysalicylate as a white solid: mp 141°-143° C.) (lit mp 143°-144° C.), Cresp, T. M.; Sargent, M. V.; Elix, J. A.; Murphy, D. P. H., J. Chem. Soc., Perkin Trans., 1, 1973, 340). The material is suffic... Starting materials: OC[C@@H]1N(C([C@@H]1N1C(OC(=C1C1=CC=CC=C1)C1=CC=CC=C1)=O)=O)CC1=C(C=C(C=C1)OC)OC (cis-2-hydroxymethyl-1-(2,4-dimethoxybenzyl)-3-(4,5-diphenyl-2-oxo-4-oxazolin-3-yl)-4-oxoazetidine), S(=O)(=O)(C)Cl (mesyl chloride), C1(=CC=C(C=C1)S(=O)(=O)Cl)C (p-toluenesulfonyl chloride). Yields the product S(C)(=O)(=O)OC[C@@H]1NC([C@@H]1N1C(OC(=C1C1=CC=CC=C1)C1=CC=CC=C1)=O)=O (cis-3-(4,5-diphenyl-2-oxo-4-oxazolin-3-yl)-4-oxo-2-azetidinylmethyl mesylate). Yield: 73.0%. RXN SMILES: [OH:1][CH2:2][C@H:3]1[C@@H:6]([N:7]2[C:11]([C:12]3[CH:17]=[CH:16][CH:15]=[CH:14][CH:13]=3)=[C:10]([C:18]3[CH:23]=[CH:22][CH:21]=[CH:20][CH:19]=3)[O:9][C:8]2=[O:24])[C:5](=[O:25])[N:4]1CC1C=CC(OC)=CC=1OC.[S:37](Cl)([CH3:40])(=[O:39])=[O:38].C1(C)C=CC(S(Cl)(=O)=O)=CC=1>>[S:37]([O:1][CH2:2][C@H:3]1[C@@H:6]([N:7]2[C:11]([C:12]3[CH:17]=[CH:16][CH:15]=[CH:14][CH:13]=3)=[C:10]([C:18]3[CH:23]=[CH:22][CH:21]=[CH:20][CH:19]=3)[O:9][C:8]2=[O:24])[C:5](=[O:25])[NH:4]1)(=[O:39])(=[O:38])[CH3:40]. Reported procedure: When cis-2-hydroxymethyl-1-(2,4-dimethoxybenzyl)-3-(4,5-diphenyl-2-oxo-4-oxazolin-3-yl)-4-oxoazetidine is reacted according to Example 13 except that mesyl chloride is substituted for p-toluenesulfonyl chloride, cis-3-(4,5-diphenyl-2-oxo-4-oxazolin-3-yl)-4-oxo-2-azetidinylmethyl mesylate is obtained; 73% yield, mp 185°-8° from ethyl acetate-hexane. The reactants are OC1C(=C(C(C1)=O)CCCCCCC(=O)O)C=CC1=CC=CC=C1 (3-hydroxy-5-oxo-2-styrylcyclopent-1-eneheptanoic acid), [OH-].[Na+] (sodium hydroxide), C(CC(O)(C(=O)O)CC(=O)O)(=O)O (citric acid), Cl.NO (hydroxylamine hydrochloride), C(C)(=O)[O-].[Na+] (sodium acetate). The solvent is CO (methanol), CO (methanol). Reaction conditions: time 48 hour. The product is OC1C(=C(C(C1)=NO)CCCCCCC(=O)O)C=CC1=CC=CC=C1 (3-hydroxy-5-hydroxyimino-2-styrylcyclopent-1-eneheptanoic acid). As a reaction SMILES: Cl.[NH2:2][OH:3].C([O-])(=O)C.[Na+].[OH:9][CH:10]1[CH2:14][C:13](=O)[C:12]([CH2:16][CH2:17][CH2:18][CH2:19][CH2:20][CH2:21][C:22]([OH:24])=[O:23])=[C:11]1[CH:25]=[CH:26][C:27]1[CH:32]=[CH:31][CH:30]=[CH:29][CH:28]=1.[OH-].[Na+].C(O)(=O)CC(CC(O)=O)(C(O)=O)O>CO>[OH:9][CH:10]1[CH2:14][C:13](=[N:2][OH:3])[C:12]([CH2:16][CH2:17][CH2:18][CH2:19][CH2:20][CH2:21][C:22]([OH:24])=[O:23])=[C:11]1[CH:25]=[CH:26][C:27]1[CH:32]=[CH:31][CH:30]=[CH:29][CH:28]=1 |f:0.1,2.3,5.6|. Reported procedure: To a solution of 6.95 parts of hydroxylamine hydrochloride and 16.4 parts of sodium acetate dissolved in 80 parts by volume of 50% aqueous methanol is added a solution of 6.5 parts of 3-hydroxy-5-oxo-2-styrylcyclopent-1-eneheptanoic acid and 0.8 parts of sodium hydroxide in 30 parts by volume of 50% aqueous methanol. That mixture is allowed to stand for 48 hours. After that time, the reaction mixture is acidified with citric acid and filtered to yield crystals which, when recrystallized from 50 ... Reactants: CNC=1C=C(C#N)C=CC1 (3-methylaminobenzonitrile), BrCCO (2-bromoethanol), C(=O)([O-])[O-].[Ca+2] (CaCO3). The solvent is O (water). Yields the product OCCN(C=1C=C(C#N)C=CC1)C (3-((2-hydroxyethyl)methylamino)benzonitrile). The yield is 76.2%. RXN SMILES: [CH3:1][NH:2][C:3]1[CH:4]=[C:5]([CH:8]=[CH:9][CH:10]=1)[C:6]#[N:7].Br[CH2:12][CH2:13][OH:14].C([O-])([O-])=O.[Ca+2]>O>[OH:14][CH2:13][CH2:12][N:2]([CH3:1])[C:3]1[CH:4]=[C:5]([CH:8]=[CH:9][CH:10]=1)[C:6]#[N:7] |f:2.3|. Procedure details: 3-methylaminobenzonitrile (11.36 g, 86 mmol, 1.0 eq), 2-bromoethanol (43.00 g, 344 mmol, 4.0 eq) and CaCO3 (34.40 g, 344 mmol, 4.0 eq) are added into water (150 ml) at room temperature, and the resulting mixture is refluxed with elevated temperature for 13.5 h, then cooled and filtered, and the aqueous solution is extracted with ethyl acetate (100 ml*3). The organic phases are combined, washed with water (20 ml*2), washed with saturated brine twice, dried over anhydrous sodium sulfate, and conce... The reactants are Cl[Sn]Cl (SnCl2), CC1=CC(=CC=2N=CSC21)[N+](=O)[O-] (7-methyl-5-nitrobenzothiazole), [OH-].[Na+] (NaOH). The solvent is Cl (HCl). Conditions: temperature 25 celsius, time 1 hour. The product is CC1=CC(=CC=2N=CSC21)N (7-Methyl-5-aminobenzothiazole). Isolated yield 570.9%. Reaction SMILES: Cl[Sn]Cl.[CH3:4][C:5]1[C:13]2[S:12][CH:11]=[N:10][C:9]=2[CH:8]=[C:7]([N+:14]([O-])=O)[CH:6]=1.[OH-].[Na+]>Cl>[CH3:4][C:5]1[C:13]2[S:12][CH:11]=[N:10][C:9]=2[CH:8]=[C:7]([NH2:14])[CH:6]=1 |f:2.3|. Reported procedure: To a solution of SnCl2 (1.5 g, 1.9 mmol) in 5.0 mL of HCl was added 7-methyl-5-nitrobenzothiazole (65 m g, 0.32 mmol) in a portion and resulting reaction mixture was stirred for 1 h at 25° C. The reaction mixture was basified with aqueous NaOH and extracted with EtOAc and CHCl3. Combined organic layers were dried over Na2SO4 and concentrated in vacuo, yielding an oil (0.30 g, >95%) which was identified as the desired amine (>95% pure) and subjected to the following reaction without further purif... Reaction conditions: time 8 hour. The solvent is CO (methanol). Starting materials: C(C1CO1)OC1=CC=C(C(=O)N2CCC(CC2)N2C(=O)CCC3=CC=CC=C23)C=C1 (1-[1-(4-Glycidoxybenzoyl)-4-piperidinyl]-3,4-dihydrocarbostyril), C(C)NCC (diethylamine). Procedure: 1-[1-(4-Glycidoxybenzoyl)-4-piperidinyl]-3,4-dihydrocarbostyril (200 mg) is dissolved in methanol (4 ml) and thereto is added diethylamine (0.26 ml) and the mixture is stirred at room temperature overnight, and then refluxed with heating for 3 hours. The solvent is concentrated and the residue is purified by silica gel column chromatography (solvent: n-hexane:ethyl acetate=1:1→dichloromethane:methanol=10:1) to give 1-{1-[4-(3-diethylamino-2-hydroxypropoxy)benzoyl]-4-piperidinyl}-3,4-dihydrocarbo... Product: C(C)N(CC(COC1=CC=C(C(=O)N2CCC(CC2)N2C(=O)CCC3=CC=CC=C23)C=C1)O)CC (1-{1-[4-(3-diethylamino-2-hydroxypropoxy)benzoyl]-4-piperidinyl}-3,4-dihydrocarbostyril). RXN SMILES: [CH2:1]([O:5][C:6]1[CH:30]=[CH:29][C:9]([C:10]([N:12]2[CH2:17][CH2:16][CH:15]([N:18]3[C:28]4[C:23](=[CH:24][CH:25]=[CH:26][CH:27]=4)[CH2:22][CH2:21][C:19]3=[O:20])[CH2:14][CH2:13]2)=[O:11])=[CH:8][CH:7]=1)[CH:2]1[O:4][CH2:3]1.[CH2:31]([NH:33][CH2:34][CH3:35])[CH3:32]>CO>[CH2:31]([N:33]([CH2:34][CH3:35])[CH2:3][CH:2]([OH:4])[CH2:1][O:5][C:6]1[CH:7]=[CH:8][C:9]([C:10]([N:12]2[CH2:17][CH2:16][CH:15]([N:18]3[C:28]4[C:23](=[CH:24][CH:25]=[CH:26][CH:27]=4)[CH2:22][CH2:21][C:19]3=[O:20])[CH2:14][CH2:13]2)=[O:11])=[CH:29][CH:30]=1)[CH3:32]. Starting materials: C([O-])([O-])=O.[K+].[K+] (potassium carbonate), C(C)I (Ethyl iodide), CC(=O)C (acetone), N(=O)N1CCNCC1 (N-nitroso piperazine). The solvent is O (water). Product: C(C)N1CCN(CC1)N=O (N-ethyl-N'-nitrosopiperazine). Yield: 103.5%. Reaction SMILES: [CH2:1](I)[CH3:2].CC(C)=O.[N:8]([N:10]1[CH2:15][CH2:14][NH:13][CH2:12][CH2:11]1)=[O:9].C(=O)([O-])[O-].[K+].[K+]>O>[CH2:14]([N:13]1[CH2:2][CH2:1][N:10]([N:8]=[O:9])[CH2:11][CH2:12]1)[CH3:15] |f:3.4.5|. Reported procedure: Ethyl iodide (8.13 g, 0.052 mole) was added to acetone (80 ml) containing N-nitroso piperazine (6.0 g, 0.052 mole) (prepared as described in U.S. Pat. No. 2,907,767) and anhydrous potassium carbonate (7.3 g, 0.052 mole). The mixture was heated under reflux for 24 hours, cooled, treated with water (50 ml) evaporated to 1/2 volume and extracted with ether (3×150 ml). The combined extracts were dried (K2CO3) filtered and evaporated in vacuo to yield N-ethyl-N'-nitrosopiperazine (7.71 g, 98%), as a ...